From a dataset of the Open Reaction Database (ORD), a public repository of structured organic reaction records. describe an organic reaction: reactants, conditions, products, and yield Isolated yield 96.0%. Procedure: To an ice cooled solution of the product of Step II (9.75 g, 28.7 mmol) in THF (200 mL) under nitrogen, LAH (2.18 g, 57.4 mmol) was added portionwise. Mixture was allowed to react at room temperature for 20 minutes. Reaction was cooled to 0° C., and H2O (1.6 mL) and 2N NaOH (7 mL) were carefully added. The mixture was stirred for 1 h and filtered through a pad of silica gel and Celite. Solvent was removed under reduced pressure to afford the title compound (96%) as a white solid. MS m/z 313.2 (M... The solvent is C1CCOC1 (THF). Reaction conditions: temperature 0 celsius, time 1 hour. As a reaction SMILES: [C:1]([O:5][C:6]([N:8]1[CH2:13][CH2:12][N:11]([CH:14]([CH:19]2[CH2:24][CH2:23][CH2:22][CH2:21][CH2:20]2)[C:15](OC)=[O:16])[CH2:10][CH2:9]1)=[O:7])([CH3:4])([CH3:3])[CH3:2].[H-].[H-].[H-].[H-].[Li+].[Al+3].O.[OH-].[Na+]>C1COCC1>[C:1]([O:5][C:6]([N:8]1[CH2:9][CH2:10][N:11]([CH:14]([CH:19]2[CH2:20][CH2:21][CH2:22][CH2:23][CH2:24]2)[CH2:15][OH:16])[CH2:12][CH2:13]1)=[O:7])([CH3:4])([CH3:2])[CH3:3] |f:1.2.3.4.5.6,8.9|. Product: C(C)(C)(C)OC(=O)N1CCN(CC1)C(CO)C1CCCCC1 (4-(1-Cyclohexyl-2-hydroxy-ethyl)-piperazine-1-carboxylic acid tert-butyl ester). Reactants: O (H2O), [OH-].[Na+] (NaOH), ice, C(C)(C)(C)OC(=O)N1CCN(CC1)C(C(=O)OC)C1CCCCC1 (4-(Cyclohexyl-methoxycarbonyl-methyl)-piperazine-1-carboxylic acid tert-butyl ester), [H-].[H-].[H-].[H-].[Li+].[Al+3] (LAH). Reactants: CC(C)(C)O, CN(C)C=O, CCOC(C)=O, Cc1n[nH]cc1C=O, Fc1cccnc1F, [K]. Yields the product Cc1nn(-c2ncccc2F)cc1C=O. RXN SMILES: [C:1]([OH:2])([CH3:3])([CH3:4])[CH3:5].[CH3:23][N:24]([CH3:25])[CH:26]=[O:27].[CH3:28][CH2:29][O:30][C:31](=[O:32])[CH3:33].[CH3:7][c:8]1[n:9][nH:10][cH:11][c:12]1[CH:13]=[O:14].[F:15][c:16]1[n:17][cH:18][cH:19][cH:20][c:21]1[F:22].[K:6]>>[CH3:7][c:8]1[n:9][n:10](-[c:16]2[n:17][cH:18][cH:19][cH:20][c:21]2[F:22])[cH:11][c:12]1[CH:13]=[O:14].